Dataset: the Open Reaction Database (ORD), a public repository of structured organic reaction records. Task: describe an organic reaction: reactants, conditions, products, and yield Starting materials: ClC1=CC=C(C=C1)C#CCCCCCCCCCCCNC1=CC=C(C(=O)[O-])C=C1.[Na+] (sodium 4-[13-(4-chlorophenyl)tridec-12-ynylamino]benzoate), C(C)O (ethanol), S(=O)(=O)(C1=CC=C(C)C=C1)OC(C(=O)OCC)C (ethyl α-tosyloxypropionate). Product: ClC1=CC=C(C=C1)C#CCCCCCCCCCCCNC1=CC=C(C(=O)OC(C)C(=O)OCC)C=C1 (1-(ethoxycarbonyl)ethyl 4-[13-(4-chlorophenyl)tridec-12-ynylamino]benzoate). Reaction SMILES: [Cl:1][C:2]1[CH:7]=[CH:6][C:5]([C:8]#[C:9][CH2:10][CH2:11][CH2:12][CH2:13][CH2:14][CH2:15][CH2:16][CH2:17][CH2:18][CH2:19][CH2:20][NH:21][C:22]2[CH:30]=[CH:29][C:25]([C:26]([O-:28])=[O:27])=[CH:24][CH:23]=2)=[CH:4][CH:3]=1.[Na+].C(O)C.S(O[CH:46]([CH3:52])[C:47]([O:49][CH2:50][CH3:51])=[O:48])(C1C=CC(C)=CC=1)(=O)=O>O>[Cl:1][C:2]1[CH:7]=[CH:6][C:5]([C:8]#[C:9][CH2:10][CH2:11][CH2:12][CH2:13][CH2:14][CH2:15][CH2:16][CH2:17][CH2:18][CH2:19][CH2:20][NH:21][C:22]2[CH:23]=[CH:24][C:25]([C:26]([O:28][CH:46]([C:47]([O:49][CH2:50][CH3:51])=[O:48])[CH3:52])=[O:27])=[CH:29][CH:30]=2)=[CH:4][CH:3]=1 |f:0.1|. Procedure: To a warm mixture of 7 g. sodium 4-[13-(4-chlorophenyl)tridec-12-ynylamino]benzoate in 100 ml. ethanol is added 4.7 g. ethyl α-tosyloxypropionate. After 17 hours at reflux, the cooled solution is diluted with an equal volume of water and the resultant precipitate is filtered. After washing with cold ethanol and drying, the product is crystallized from acetonitrile to yield 1-(ethoxycarbonyl)ethyl 4-[13-(4-chlorophenyl)tridec-12-ynylamino]benzoate as colorless crystals. The solvent is O (water). The reactants are [Al+3], N#CC(Nc1ccc(Oc2ccc(Cl)cc2)cc1)c1cccc(OCc2ccccc2)c1, [H-], [H-], [H-], [H-], [Li+]. Yields the product NCC(Nc1ccc(Oc2ccc(Cl)cc2)cc1)c1cccc(OCc2ccccc2)c1. RXN SMILES: [Al+3:34].[Cl:1][c:2]1[cH:3][cH:4][c:5]([O:6][c:7]2[cH:8][cH:9][c:10]([NH:13][CH:14]([C:15]#[N:16])[c:17]3[cH:18][c:19]([O:23][CH2:24][c:25]4[cH:26][cH:27][cH:28][cH:29][cH:30]4)[cH:20][cH:21][cH:22]3)[cH:11][cH:12]2)[cH:31][cH:32]1.[H-:33].[H-:36].[H-:37].[H-:38].[Li+:35]>>[Cl:1][c:2]1[cH:3][cH:4][c:5]([O:6][c:7]2[cH:8][cH:9][c:10]([NH:13][CH:14]([CH2:15][NH2:16])[c:17]3[cH:18][c:19]([O:23][CH2:24][c:25]4[cH:26][cH:27][cH:28][cH:29][cH:30]4)[cH:20][cH:21][cH:22]3)[cH:11][cH:12]2)[cH:31][cH:32]1.